This data is from the Open Reaction Database (ORD), a public repository of structured organic reaction records. The task is: describe an organic reaction: reactants, conditions, products, and yield Starting materials: BrC=1C(=CC(=C(C1)O)CO)F (5-bromo-4-fluoro-2-(hydroxymethyl)phenol), BrCC(OC)OC (2-bromo-1,1-dimethoxyethane), OS(=O)(=O)O (H2SO4). Solvent: C1CCOC1 (THF). Product: BrC=1C(=CC2=C(OC(OC2)CBr)C1)F (7-BROMO-2-(BROMOMETHYL)-6-FLUORO-4H-1,3-BENZODIOXINE). The yield is 45.7%. As a reaction SMILES: [Br:1][C:2]1[C:3]([F:11])=[CH:4][C:5]([CH2:9][OH:10])=[C:6]([OH:8])[CH:7]=1.[Br:12][CH2:13][CH:14](OC)OC.OS(O)(=O)=O>C1COCC1>[Br:1][C:2]1[C:3]([F:11])=[CH:4][C:5]2[CH2:9][O:10][CH:14]([CH2:13][Br:12])[O:8][C:6]=2[CH:7]=1. Procedure: Preparation according to Preparation 9. 5-bromo-4-fluoro-2-(hydroxymethyl)phenol (2.3 g, 10.4 mmol), 2-bromo-1,1-dimethoxyethane (9.9 ml, 83 mmol), dry THF (30 ml) and concentrated H2SO4 (4 ml) were heated at 55° C. for 2 h. Purification by flash column chromatography (isooctane/EtOAc 10:1) gave the title compound (1.55 g). MS m/z (rel. intensity, 70 eV) 328 (M+, 11), 326 (M+, 23), 324 (M+, 12) 204 (98), 202 (bp), 176 (41), 174 (43), 95 (59). The reactants are COC1=CC=C(COC2=C(C(=CC=C2)[N+](=O)[O-])C(C)=O)C=C1 (1-{2-[(4-methoxybenzyl)oxy]-6-nitrophenyl}ethanone), [Cl-].[NH4+] (ammonium chloride). The reagents and catalysts are [Fe] (iron). Run in C(C)O (ethanol), O (water). Reaction conditions: temperature 100 celsius, time 1 hour. Product: NC1=C(C(=CC=C1)OCC1=CC=C(C=C1)OC)C(C)=O (1-{2-amino-6-[(4-methoxybenzyl)oxy]phenyl}ethanone). Isolated yield 175.5%. RXN SMILES: [CH3:1][O:2][C:3]1[CH:22]=[CH:21][C:6]([CH2:7][O:8][C:9]2[CH:14]=[CH:13][CH:12]=[C:11]([N+:15]([O-])=O)[C:10]=2[C:18](=[O:20])[CH3:19])=[CH:5][CH:4]=1.[Cl-].[NH4+]>C(O)C.O.[Fe]>[NH2:15][C:11]1[CH:12]=[CH:13][CH:14]=[C:9]([O:8][CH2:7][C:6]2[CH:21]=[CH:22][C:3]([O:2][CH3:1])=[CH:4][CH:5]=2)[C:10]=1[C:18](=[O:20])[CH3:19] |f:1.2|. Procedure details: To a stirred suspension of 1-{2-[(4-methoxybenzyl)oxy]-6-nitrophenyl}ethanone (0.50 g, 1.659 mmol) in ethanol was added a solution of ammonium chloride (0.10 g, 1.825 mmol) in water (5 mL) followed by iron powder (0.75 g). The mixture was stirred at 100° C. for 1 hr. The reaction mixture was filtrated on Celite®. The filtrate was diluted with ethyl acetate and washed with water. The separated organic phase was washed with brine and dried over Na2SO4, filtrated and concentrated under reduced pres... Starting materials: C(=O)(OC(C)(C)C)N1CC2=C(CC1)SC(=C2)C2=CC=CC=C2 (N-Boc-2-phenyl-4,5,6,7-tetrahydrothieno[3,2-c]pyridine), Cl (HCl). Solvent: CCOC(=O)C (EtOAc). Reaction conditions: temperature 0 celsius, time 1 hour. Product: Cl.C1(=CC=CC=C1)C1=CC=2CNCCC2S1 (2-phenyl-4,5,6,7-tetrahydrothieno[3,2-c]pyridine hydrochloride). RXN SMILES: C([N:8]1[CH2:13][CH2:12][C:11]2[S:14][C:15]([C:17]3[CH:22]=[CH:21][CH:20]=[CH:19][CH:18]=3)=[CH:16][C:10]=2[CH2:9]1)(OC(C)(C)C)=O.[ClH:23]>CCOC(C)=O>[ClH:23].[C:17]1([C:15]2[S:14][C:11]3[CH2:12][CH2:13][NH:8][CH2:9][C:10]=3[CH:16]=2)[CH:18]=[CH:19][CH:20]=[CH:21][CH:22]=1 |f:3.4|. Procedure details: The product from Step 2 was dissolved in EtOAc at -25° C. and treated with HCl gas until saturated. The reaction was stoppered and stirred at 0° C. for 1 h. Removal of the solvent in vacuo afforded the title compound as a solid. Starting materials: ClC1=CC(=C(CNC(C(F)(F)F)=O)C=C1C1=NN(C(N1)=O)C1=CC=C(C=C1)Cl)F (N-(4-chloro-5-(1-(4-chlorophenyl)-4,5-dihydro-5-oxo-1H-1,2,4-triazol-3-yl)-2-fluorobenzyl)-2,2,2-trifluoroacetamide), [OH-].[K+] (KOH), O (water). Solvent: C1CCOC1 (THF). The product is NCC=1C(=CC(=C(C1)C=1NC(N(N1)C1=CC=C(C=C1)Cl)=O)Cl)F (5-(5-(aminomethyl)-2-chloro-4-fluorophenyl)-2-(4-chlorophenyl)-2H-1,2,4-triazol-3(4H)-one). Isolated yield 55.6%. As a reaction SMILES: [Cl:1][C:2]1[C:15]([C:16]2[NH:20][C:19](=[O:21])[N:18]([C:22]3[CH:27]=[CH:26][C:25]([Cl:28])=[CH:24][CH:23]=3)[N:17]=2)=[CH:14][C:5]([CH2:6][NH:7]C(=O)C(F)(F)F)=[C:4]([F:29])[CH:3]=1.[OH-].[K+].O>C1COCC1>[NH2:7][CH2:6][C:5]1[C:4]([F:29])=[CH:3][C:2]([Cl:1])=[C:15]([C:16]2[NH:20][C:19](=[O:21])[N:18]([C:22]3[CH:23]=[CH:24][C:25]([Cl:28])=[CH:26][CH:27]=3)[N:17]=2)[CH:14]=1 |f:1.2|. Procedure details: The title compound was prepared according to the procedure described in Intermediate-66 by using N-(4-chloro-5-(1-(4-chlorophenyl)-4,5-dihydro-5-oxo-1H-1,2,4-triazol-3-yl)-2-fluorobenzyl)-2,2,2-trifluoroacetamide (0.160 g), KOH (0.050 g), water (2 mL) and THF (10.0 mL) to afford 0.070 g of the desired product. The reactants are BrC=1C(=NC=C(C(=O)NC2=CC=C(C=C2)OC(F)(F)F)C1)N1C[C@@H](CC1)O ((R)-5-bromo-6-(3-hydroxypyrrolidin-1-yl)-N-(4-(trifluoromethoxy)phenyl)nicotinamide), C(C)(C)(C)OC(=O)N1C(=CC=C1C#N)B(O)O ((1-(tert-butoxycarbonyl)-5-cyano-1H-pyrrol-2-yl)boronic acid). Yields the product C(#N)C1=CC=C(N1)C=1C(=NC=C(C(=O)NC2=CC=C(C=C2)OC(F)(F)F)C1)N1C[C@@H](CC1)O ((R)-5-(5-Cyano-1H-pyrrol-2-yl)-6-(3-hydroxypyrrolidin-1-yl)-N-(4-(trifluoromethoxy)phenyl)nicotinamide). As a reaction SMILES: Br[C:2]1[C:3]([N:22]2[CH2:26][CH2:25][C@@H:24]([OH:27])[CH2:23]2)=[N:4][CH:5]=[C:6]([CH:21]=1)[C:7]([NH:9][C:10]1[CH:15]=[CH:14][C:13]([O:16][C:17]([F:20])([F:19])[F:18])=[CH:12][CH:11]=1)=[O:8].C(OC([N:35]1[C:39]([C:40]#[N:41])=[CH:38][CH:37]=[C:36]1B(O)O)=O)(C)(C)C>>[C:40]([C:39]1[NH:35][C:36]([C:2]2[C:3]([N:22]3[CH2:26][CH2:25][C@@H:24]([OH:27])[CH2:23]3)=[N:4][CH:5]=[C:6]([CH:21]=2)[C:7]([NH:9][C:10]2[CH:15]=[CH:14][C:13]([O:16][C:17]([F:18])([F:19])[F:20])=[CH:12][CH:11]=2)=[O:8])=[CH:37][CH:38]=1)#[N:41]. Reported procedure: The title compound was prepared in an analogous fashion to that described in Example 29 using (R)-5-bromo-6-(3-hydroxypyrrolidin-1-yl)-N-(4-(trifluoromethoxy)phenyl)nicotinamide (Stage 6.1) and (1-(tert-butoxycarbonyl)-5-cyano-1H-pyrrol-2-yl)boronic acid (Stage 29.1) to afford an off-white solid. UPLC-MS (Condition 3) tR=1.03 min, m/z=458.1[M+H]+, m/z=456.1 [M−H]−; 1H NMR (400 MHz, DMSO-d6) δ ppm 1.77 (m, J=6.48, 3.06 Hz, 1H) 1.82-1.92 (m, 1H) 2.95 (d, J=11.49 Hz, 1H) 3.26 (dd, J=11.74, 4.65 Hz,... The reactants are NC1=CC(=NN1C(=O)OC(C)(C)C)CCC1=CC2=C(OCO2)C=C1 (tert-butyl 5-amino-3-(2-benzo[1,3]dioxol-5-ylethyl)pyrazole-1-carboxylate), CN1CCN(CC1)C1=CC=C(C(=O)Cl)C=C1 (4-(4-methylpiperazin-1-yl)benzoyl chloride), FC(C(=O)O)(F)F (Trifluoroacetic acid). Run in N1=CC=CC=C1 (pyridine). Run at temperature 60 celsius, time 24 hour. The product is O1COC2=C1C=CC(=C2)CCC=2C=C(NN2)NC(C2=CC=C(C=C2)N2CCN(CC2)C)=O (N-[5-(2-Benzo[1,3]dioxol-5-ylethyl)-2H-pyrazol-3-yl]-4-(4-methylpiperazin-1-yl)benzamide). Reaction SMILES: [NH2:1][C:2]1[N:6](C(OC(C)(C)C)=O)[N:5]=[C:4]([CH2:14][CH2:15][C:16]2[CH:24]=[CH:23][C:19]3[O:20][CH2:21][O:22][C:18]=3[CH:17]=2)[CH:3]=1.[CH3:25][N:26]1[CH2:31][CH2:30][N:29]([C:32]2[CH:40]=[CH:39][C:35]([C:36](Cl)=[O:37])=[CH:34][CH:33]=2)[CH2:28][CH2:27]1.FC(F)(F)C(O)=O>N1C=CC=CC=1>[O:20]1[C:19]2[CH:23]=[CH:24][C:16]([CH2:15][CH2:14][C:4]3[CH:3]=[C:2]([NH:1][C:36](=[O:37])[C:35]4[CH:34]=[CH:33][C:32]([N:29]5[CH2:28][CH2:27][N:26]([CH3:25])[CH2:31][CH2:30]5)=[CH:40][CH:39]=4)[NH:6][N:5]=3)=[CH:17][C:18]=2[O:22][CH2:21]1. Procedure: To a stirred solution of tert-butyl 5-amino-3-(2-benzo[1,3]dioxol-5-ylethyl)pyrazole-1-carboxylate (229 mg, 0.69 mmol, 1.0 eq) in pyridine (5 ml) at 5° C. was added 4-(4-methylpiperazin-1-yl)benzoyl chloride (181 mg, 0.76 mmol, 1.1 eq). The reaction mixture was stirred to 60° C. for 24 h. After this time, the mixture was concentrated and redissolved in DCM (10 ml). Trifluoroacetic acid (464 μl, 6.25 mmol, 8.25 eq) was added and the reaction mixture stirred for 2 h at 25° C. The reaction mixture ... Reactants: CN1CCCC1=O, O=[N+]([O-])c1cccnc1Cl, O, Nc1ccc(Nc2nc3ccccc3o2)cc1. Yields the product O=[N+]([O-])c1cccnc1Nc1ccc(Nc2nc3ccccc3o2)cc1. Reaction SMILES: [CH3:28][N:29]1[CH2:30][CH2:31][CH2:32][C:33]1=[O:34].[Cl:18][c:19]1[n:20][cH:21][cH:22][cH:23][c:24]1[N+:25](=[O:26])[O-:27].[OH2:35].[o:1]1[c:2]([NH:10][c:11]2[cH:12][cH:13][c:14]([NH2:17])[cH:15][cH:16]2)[n:3][c:4]2[c:5]1[cH:6][cH:7][cH:8][cH:9]2>>[o:1]1[c:2]([NH:10][c:11]2[cH:12][cH:13][c:14]([NH:17][c:19]3[n:20][cH:21][cH:22][cH:23][c:24]3[N+:25](=[O:26])[O-:27])[cH:15][cH:16]2)[n:3][c:4]2[c:5]1[cH:6][cH:7][cH:8][cH:9]2.